This data is from the Open Reaction Database (ORD), a public repository of structured organic reaction records. The task is: describe an organic reaction: reactants, conditions, products, and yield The product is CN1C[C@H](OC2=C(C1)C=CC(=N2)NC3=NC(=C(C=C3)C4=CN(C(=O)C=C4)C)OC)C5=CC=CC=C5. The yield is 35.1%. Run in C1COCCO1. Starting materials: CN1C=C(C=CC1=O)C2=C(N=C(C=C2)N)OC, CN1C[C@H](OC2=C(C1)C=CC(=N2)Cl)C3=CC=CC=C3. Reaction conditions: temperature 120 celsius. The reagents and catalysts are CCC(C)(C)[O-].[Na+], CC1(C2=C(C(=CC=C2)P(C3=CC=CC=C3)C4=CC=CC=C4)OC5=C1C=CC=C5P(C6=CC=CC=C6)C7=CC=CC=C7)C, CC(=O)O.CC(=O)O.[Pd]. Reported procedure: (R)-8-chloro-4-methyl-2-phenyl-2,3,4,5-tetrahydropyrido[3,2-f][1,4]oxazepine (300 mg, 1.09 mmol), 5-(6-amino-2-methoxypyridin-3-yl)-1-methylpyridin-2(1H)-one (253 mg, 1.09 mmol), Palladium(II) acetate (24.51 mg, 0.11 mmol), 9,9-Dimethyl-4,5-bis(diphenylphosphino)xanthene (63.2 mg, 0.11 mmol) and Sodium tert-pentoxide (144 mg, 1.31 mmol) were mixed in dioxane (3 mL) and run in a microwave reactor for 40 min at 120°C. the mixture was filtered thru celite and concetrated. purified using flash colum...